Dataset: the Open Reaction Database (ORD), a public repository of structured organic reaction records. Task: describe an organic reaction: reactants, conditions, products, and yield Procedure details: A suspension of 1,1-dimethylethyl 4-{4-amino-3-[1-(phenylacetyl)-2,3-dihydro-1H-indol-5-yl]thieno[3,2-c]pyridin-7-yl}-3,6-dihydro-1(2H)-pyridinecarboxylate (220 mg, 0.388 mmol) and Pd/C, 10 wt. % (dry basis), wet, Degussa type E101 NE/W, ca. 50% water (25 mg, 0.012 mmol) in Ethanol (10 mL) was stirred under an atmosphere of hydrogen for 2 hours. The starting material never seemed to go into solution (the mixture was a thick gray suspension), so Tetrahydrofuran (THF) (15 mL) was added. It was sti... Product: NC1=NC=C(C2=C1C(=CS2)C=2C=C1CCN(C1=CC2)C(CC2=CC=CC=C2)=O)C2CCN(CC2)C(=O)OC(C)(C)C (1,1-dimethylethyl 4-{4-amino-3-[1-(phenylacetyl)-2,3-dihydro-1H-indol-5-yl]thieno[3,2-c]pyridin-7-yl}-1-piperidinecarboxylate). Solvent: C(C)O (Ethanol). Reactants: CC=1C=C2C(=CC1C)N(C3=NC(=O)NC(=O)C3=N2)C[C@@H]([C@@H]([C@@H](CO)O)O)O (E101), O (water), O1CCCC1 (Tetrahydrofuran), NC1=NC=C(C2=C1C(=CS2)C=2C=C1CCN(C1=CC2)C(CC2=CC=CC=C2)=O)C=2CCN(CC2)C(=O)OC(C)(C)C (1,1-dimethylethyl 4-{4-amino-3-[1-(phenylacetyl)-2,3-dihydro-1H-indol-5-yl]thieno[3,2-c]pyridin-7-yl}-3,6-dihydro-1(2H)-pyridinecarboxylate). Reaction conditions: time 17 hour. Reagents/catalysts: [Pd] (Pd/C). Reaction SMILES: [NH2:1][C:2]1[C:7]2[C:8]([C:11]3[CH:12]=[C:13]4[C:17](=[CH:18][CH:19]=3)[N:16]([C:20](=[O:28])[CH2:21][C:22]3[CH:27]=[CH:26][CH:25]=[CH:24][CH:23]=3)[CH2:15][CH2:14]4)=[CH:9][S:10][C:6]=2[C:5]([C:29]2[CH2:30][CH2:31][N:32]([C:35]([O:37][C:38]([CH3:41])([CH3:40])[CH3:39])=[O:36])[CH2:33][CH:34]=2)=[CH:4][N:3]=1.CC1C=C2N=C3C(=NC(NC3=O)=O)N(C[C@H](O)[C@H](O)[C@H](O)CO)C2=CC=1C.O.O1CCCC1>C(O)C.[Pd]>[NH2:1][C:2]1[C:7]2[C:8]([C:11]3[CH:12]=[C:13]4[C:17](=[CH:18][CH:19]=3)[N:16]([C:20](=[O:28])[CH2:21][C:22]3[CH:27]=[CH:26][CH:25]=[CH:24][CH:23]=3)[CH2:15][CH2:14]4)=[CH:9][S:10][C:6]=2[C:5]([CH:29]2[CH2:30][CH2:31][N:32]([C:35]([O:37][C:38]([CH3:41])([CH3:40])[CH3:39])=[O:36])[CH2:33][CH2:34]2)=[CH:4][N:3]=1. Reactants: Cl.COC([C@@H](N)CC1=CC(=C(C(=C1)C)O)Cl)=O (Racemic 3-chloro-5-methyltyrosine methyl ester hydrochloride), C1(CCCCC1)N1C(=NC2=C1C=CC(=C2)C(=O)O)C2=COC=C2 (1-Cyclohexyl-2-furan-3-yl-1H-benzoimidazole-5-carboxylic acid), BrCC(=O)OC (methyl bromoacetate), C(=O)([O-])[O-].[K+].[K+].CC(=O)C (K2CO3 acetone). Yields the product C(=O)(O)COC1=C(C=C(C=C1C)CC(C(=O)O)NC(=O)C1=CC2=C(N(C(=N2)C2=COC=C2)C2CCCCC2)C=C1)Cl (Racemic 3-(4-Carboxymethoxy-3-chloro-5-methyl-phenyl)-2-{[1-(1-cyclohexyl-2-furan-3-yl-1H-benzimidazol-5-yl)-methanoyl]-amino}-propionic acid). RXN SMILES: Cl.C[O:3][C:4](=[O:17])[C@H:5]([CH2:7][C:8]1[CH:13]=[C:12]([CH3:14])[C:11]([OH:15])=[C:10]([Cl:16])[CH:9]=1)[NH2:6].[CH:18]1([N:24]2[C:28]3[CH:29]=[CH:30][C:31](C(O)=O)=[CH:32][C:27]=3[N:26]=[C:25]2[C:36]2[CH:40]=[CH:39][O:38][CH:37]=2)[CH2:23][CH2:22][CH2:21][CH2:20][CH2:19]1.Br[CH2:42][C:43]([O:45]C)=[O:44].[C:47]([O-])([O-])=[O:48].[K+].[K+].CC(C)=O>>[C:43]([CH2:42][O:15][C:11]1[C:12]([CH3:14])=[CH:13][C:8]([CH2:7][CH:5]([NH:6][C:47]([C:31]2[CH:30]=[CH:29][C:28]3[N:24]([CH:18]4[CH2:19][CH2:20][CH2:21][CH2:22][CH2:23]4)[C:25]([C:36]4[CH:40]=[CH:39][O:38][CH:37]=4)=[N:26][C:27]=3[CH:32]=2)=[O:48])[C:4]([OH:3])=[O:17])=[CH:9][C:10]=1[Cl:16])([OH:45])=[O:44] |f:0.1,4.5.6.7|. Procedure details: Racemic 3-chloro-5-methyltyrosine methyl ester hydrochloride (example 119) was coupled to the carboxylic acid of example 2 in the usual manner. The phenolic hydroxyl group was alkylated with methyl bromoacetate in the usual manner (K2CO3/acetone at reflux) and ester groups saponified to give the title compound of example 127. Reactants: C(C)[Si]1([Si]([Si]([Si]1(CC)CC)(CC)CC)(CC)CC)CC (octaethylcyclotetrasilane), C1(=CC=CC=C1)[Si](C)(C)[Li] (phenyldimethylsilyllithium). Solvent: O1CCCC1 (tetrahydrofuran), O1CCCC1 (tetrahydrofuran). Conditions: temperature 0 celsius, time 15 minute. Product: C(C)[Si]([Si](C1=CC=CC=C1)(C)C)([Si]([Si]([Si]([Si](C1=CC=CC=C1)(C)C)(CC)CC)(CC)CC)(CC)CC)CC (2,2,3,3,4,4,5,5-octaethyl-1,1,6,6-tetramethyl-1,6-diphenylhexasilane). Reaction SMILES: [CH2:1]([Si:3]1([CH2:19][CH3:20])[Si:6]([CH2:9][CH3:10])([CH2:7][CH3:8])[Si:5]([CH2:13][CH3:14])([CH2:11][CH3:12])[Si:4]1([CH2:17][CH3:18])[CH2:15][CH3:16])[CH3:2].[C:21]1([Si:27]([Li])([CH3:29])[CH3:28])[CH:26]=[CH:25][CH:24]=[CH:23][CH:22]=1>O1CCCC1>[CH2:9]([Si:6]([CH2:7][CH3:8])([Si:3]([CH2:1][CH3:2])([CH2:19][CH3:20])[Si:4]([CH2:15][CH3:16])([CH2:17][CH3:18])[Si:5]([CH2:13][CH3:14])([CH2:11][CH3:12])[Si:27]([CH3:29])([CH3:28])[C:21]1[CH:26]=[CH:25][CH:24]=[CH:23][CH:22]=1)[Si:27]([CH3:29])([CH3:28])[C:21]1[CH:26]=[CH:25][CH:24]=[CH:23][CH:22]=1)[CH3:10]. Procedure: In an argon atmosphere, to a tetrahydrofuran solution (1 ml) of 68 mg (0.20 mmol) of octaethylcyclotetrasilane was added 0.72 ml (0.20 mmol) of a tetrahydrofuran solution (0.26M) of phenyldimethylsilyllithium, and stirred at 0° C. for 15 minutes. Then, tetrahydrofuran was distilled out under vacuum, and hexane (1 ml) was added to afford a hexane solution (Solution 1). A dichloromethane solution (1 ml) of 31 mg (0.05 mmol) of 2,2,3,3,4,4,5,5-octaethyl-1,1,6,6-tetramethyl-1,6-diphenylhexasilane (1... Reactants: O.NN (hydrazine hydrate), FC=1C=CC(=C(C(=O)C2=CC=C(C=C2)S(=O)CCC)C1)N1C(=NN=C1CC)CN1C(C=2C(C1=O)=CC=CC2)=O (5-fluoro-4'-(propylsulfinyl)-2-[3-(phthalimidomethyl)-5-ethyl-4H-1,2,4-triazol-4-yl]benzophenone). The solvent is C(C)O (ethanol). Product: FC=1C=CC2=C(C(=NCC=3N2C(=NN3)CC)C3=CC=C(C=C3)S(=O)CCC)C1 (8-fluoro-1-ethyl-6-[p-(propylsulfinyl)phenyl]-4H-s-triazolo[4,3-a][1,4]benzodiazepine). RXN SMILES: [F:1][C:2]1[CH:3]=[CH:4][C:5]([N:21]2[C:25]([CH2:26][CH3:27])=NN=[C:22]2[CH2:28][N:29]2C(=O)C3=CC=CC=C3C2=O)=[C:6]([CH:20]=1)[C:7]([C:9]1[CH:14]=[CH:13][C:12]([S:15]([CH2:17][CH2:18][CH3:19])=O)=[CH:11][CH:10]=1)=O.[OH2:40].[NH2:41][NH2:42]>C(O)C>[F:1][C:2]1[CH:3]=[CH:4][C:5]2[N:21]3[C:25]([CH2:26][CH3:27])=[N:41][N:42]=[C:22]3[CH2:28][N:29]=[C:7]([C:9]3[CH:10]=[CH:11][C:12]([S:15]([CH2:17][CH2:18][CH3:19])=[O:40])=[CH:13][CH:14]=3)[C:6]=2[CH:20]=1 |f:1.2|. Reported procedure: In the manner given in Example 5, 5-fluoro-4'-(propylsulfinyl)-2-[3-(phthalimidomethyl)-5-ethyl-4H-1,2,4-triazol-4-yl]benzophenone was heated in ethanol with hydrazine hydrate to give 8-fluoro-1-ethyl-6-[p-(propylsulfinyl)phenyl]-4H-s-triazolo[4,3-a][1,4]benzodiazepine. The reactants are OC1=CN=C2N3CCNC(C3=CC2=C1)=O (7-hydroxy-3,4-dihydro-2H-2,4a,5-triaza-fluoren-1-one), OC1CCN(CC1)C(=O)OC(C)(C)C (tert-butyl 4-hydroxy-1-piperidinecarboxylate), C1(=CC=CC=C1)P(C1=CC=CC=C1)C1=CC=CC=C1 (triphenylphosphine), CC(C)(C)OC(=O)/N=N/C(=O)OC(C)(C)C (di-tert-butylazodicarboxylate). Yields the product C(C)(C)(C)OC(=O)N1CCC(CC1)OC1=CN=C2N3CCNC(C3=CC2=C1)=O (4-(1-Oxo-1,2,3,4-tetrahydro-2,4a,5-triaza-fluoren-7-yloxy)-piperidine-1-carboxylic Acid Tert-Butyl Ester). The yield is 70.0%. RXN SMILES: [OH:1][C:2]1[CH:14]=[C:13]2[C:5]([N:6]3[C:11](=[CH:12]2)[C:10](=[O:15])[NH:9][CH2:8][CH2:7]3)=[N:4][CH:3]=1.O[CH:17]1[CH2:22][CH2:21][N:20]([C:23]([O:25][C:26]([CH3:29])([CH3:28])[CH3:27])=[O:24])[CH2:19][CH2:18]1.C1(P(C2C=CC=CC=2)C2C=CC=CC=2)C=CC=CC=1.CC(OC(/N=N/C(OC(C)(C)C)=O)=O)(C)C>>[C:26]([O:25][C:23]([N:20]1[CH2:21][CH2:22][CH:17]([O:1][C:2]2[CH:14]=[C:13]3[C:5]([N:6]4[C:11](=[CH:12]3)[C:10](=[O:15])[NH:9][CH2:8][CH2:7]4)=[N:4][CH:3]=2)[CH2:18][CH2:19]1)=[O:24])([CH3:29])([CH3:27])[CH3:28]. Procedure details: The title compound was synthesized in analogy to example 1, from 7-hydroxy-3,4-dihydro-2H-2,4a,5-triaza-fluoren-1-one (example 84, intermediate a)), tert-butyl 4-hydroxy-1-piperidinecarboxylate (commercially available), triphenylphosphine and di-tert-butylazodicarboxylate, to give the desired product as a light brown solid (70%). Starting materials: CC(C)=O, Clc1cc(Cl)ncn1, [Na+], [OH-], O=C(O)c1cncc2cc(O)ccc12. Product: O=C(O)c1cncc2cc(Oc3cc(Cl)ncn3)ccc12. Reaction SMILES: [CH3:25][C:26](=[O:27])[CH3:28].[Cl:17][c:18]1[n:19][cH:20][n:21][c:22]([Cl:24])[cH:23]1.[Na+:16].[OH-:15].[OH:1][c:2]1[cH:3][cH:4][c:5]2[c:6]([C:12](=[O:13])[OH:14])[cH:7][n:8][cH:9][c:10]2[cH:11]1>>[O:1]([c:2]1[cH:3][cH:4][c:5]2[c:6]([C:12](=[O:13])[OH:14])[cH:7][n:8][cH:9][c:10]2[cH:11]1)[c:22]1[n:21][cH:20][n:19][c:18]([Cl:17])[cH:23]1. Reactants: FC(CC[C@H]1[C@H](CN(CC1)CCSC=1SC=CC1)C(=O)OC)C1=CC=NC2=CC=C(C=C12)OC (methyl (3R,4R)-4-[3-(R,S)-fluoro-3-(6-methoxyquinolin-4-yl)propyl]-1-[2-(2-thienylthio)ethyl]piperidine-3-carboxylate), Cl (hydrochloric acid). The solvent is C(C)(C)OC(C)C (diisopropyl ether). Conditions: temperature 100 celsius, time 7 hour. Product: Cl.Cl.FC(CC[C@H]1[C@H](CN(CC1)CCSC=1SC=CC1)C(=O)O)C1=CC=NC2=CC=C(C=C12)OC ((3R,4R)-4-[3-(R,S)-fluoro-3-(6-methoxyquinolin-4-yl)propyl]-1-[2-(2-thienylthio)ethyl]piperidine-3-carboxylic acid dihydrochloride). RXN SMILES: [F:1][CH:2]([C:23]1[C:32]2[C:27](=[CH:28][CH:29]=[C:30]([O:33][CH3:34])[CH:31]=2)[N:26]=[CH:25][CH:24]=1)[CH2:3][CH2:4][C@@H:5]1[CH2:10][CH2:9][N:8]([CH2:11][CH2:12][S:13][C:14]2[S:15][CH:16]=[CH:17][CH:18]=2)[CH2:7][C@@H:6]1[C:19]([O:21]C)=[O:20].[ClH:35]>C(OC(C)C)(C)C>[ClH:35].[ClH:35].[F:1][CH:2]([C:23]1[C:32]2[C:27](=[CH:28][CH:29]=[C:30]([O:33][CH3:34])[CH:31]=2)[N:26]=[CH:25][CH:24]=1)[CH2:3][CH2:4][C@@H:5]1[CH2:10][CH2:9][N:8]([CH2:11][CH2:12][S:13][C:14]2[S:15][CH:16]=[CH:17][CH:18]=2)[CH2:7][C@@H:6]1[C:19]([OH:21])=[O:20] |f:3.4.5|. Reported procedure: A solution of 0.2 g of methyl (3R,4R)-4-[3-(R,S)-fluoro-3-(6-methoxyquinolin-4-yl)propyl]-1-[2-(2-thienylthio)ethyl]piperidine-3-carboxylate in 3 cm3 of 6N aqueous hydrochloric acid was heated with stirring at a temperature in the region of 100° C. for 7 hours and then evaporated under reduced pressure (5 kPa) at a temperature in the region of 50° C. The residue obtained was stirred in 10 cm3 of diisopropyl ether. The crystals which resulted therefrom were filtered off, washed with 2 times 5 cm3...